Dataset: the Open Reaction Database (ORD), a public repository of structured organic reaction records. Task: describe an organic reaction: reactants, conditions, products, and yield The yield is 46.7%. As a reaction SMILES: [C:1]([C:3]1[CH:12]=[C:11]2[C:6]([CH2:7][CH2:8][C:9]3(OCC[O:13]3)[CH2:10]2)=[CH:5][CH:4]=1)#[CH:2]>C1COCC1.Cl.C(OCC)C>[C:1]([C:3]1[CH:12]=[C:11]2[C:6]([CH2:7][CH2:8][C:9](=[O:13])[CH2:10]2)=[CH:5][CH:4]=1)#[CH:2]. Reaction conditions: time 2 hour. Procedure details: A solution of 7′-ethynyl-3′,4′-dihydrospiro[1,3-dioxolane-2,2′(1′H)-naphthalene] (0.85 g, 3.9 mmol ) in THF (15 ml ) and 1N HCl (5 ml) was stirred overnight at room temperature. Concentrated HCl (2×0.5 ml) was then added in two aliquots 2 hours apart. After stirring a further 2 hours the solution was diluted with diethyl ether, the aqueous phase was separated, and the solution dried (MgSO4) and concentrated in vacuo. The residue was purified by chromatography on silica gel (15 g) eluting with di... Yields the product C(#C)C1=CC=C2CCC(CC2=C1)=O (7-ethynyl-2-tetralone). Solvent: C1CCOC1 (THF), Cl (HCl), C(C)OCC (diethyl ether), Cl (HCl). Starting materials: C(#C)C1=CC=C2CCC3(CC2=C1)OCCO3 (7′-ethynyl-3′,4′-dihydrospiro[1,3-dioxolane-2,2′(1′H)-naphthalene]). Reactants: CCCCCCCCCCC#CC(C)(C)OCc1ccc(CCC(=O)OC(C)(C)C)cc1, CCOCC, CO, [Cl-], [Li+], [NH4+], [OH-]. Yields the product CCCCCCCCCCC#CC(C)(C)OCc1ccc(CCC(=O)O)cc1. RXN SMILES: [CH3:1][C:2]([C:3]#[C:4][CH2:5][CH2:6][CH2:7][CH2:8][CH2:9][CH2:10][CH2:11][CH2:12][CH2:13][CH3:14])([O:15][CH2:16][c:17]1[cH:18][cH:19][c:20]([CH2:23][CH2:24][C:25](=[O:26])[O:27][C:28]([CH3:29])([CH3:30])[CH3:31])[cH:21][cH:22]1)[CH3:32].[CH3:37][CH2:38][O:39][CH2:40][CH3:41].[CH3:42][OH:43].[Cl-:35].[Li+:34].[NH4+:36].[OH-:33]>>[CH3:1][C:2]([C:3]#[C:4][CH2:5][CH2:6][CH2:7][CH2:8][CH2:9][CH2:10][CH2:11][CH2:12][CH2:13][CH3:14])([O:15][CH2:16][c:17]1[cH:18][cH:19][c:20]([CH2:23][CH2:24][C:25](=[O:26])[OH:27])[cH:21][cH:22]1)[CH3:32]. The reactants are C, CO, CC(=O)NCC=C1CCc2c(F)cc3nn(C)cc3c21, [Pd]. Product: CC(=O)NCCC1CCc2c(F)cc3nn(C)cc3c21. Reaction SMILES: [C:23].[CH3:21][OH:22].[F:1][c:2]1[c:3]2[c:4]([c:5]3[cH:6][n:7]([CH3:11])[n:8][c:9]3[cH:10]1)[C:12](=[CH:15][CH2:16][NH:17][C:18]([CH3:19])=[O:20])[CH2:13][CH2:14]2.[Pd:24]>>[F:1][c:2]1[c:3]2[c:4]([c:5]3[cH:6][n:7]([CH3:11])[n:8][c:9]3[cH:10]1)[CH:12]([CH2:15][CH2:16][NH:17][C:18]([CH3:19])=[O:20])[CH2:13][CH2:14]2. Reported procedure: A mixture of 2-methyl-5-oxo-5,6,7,8-tetrahydroimidazo[1,5-c]pyrimidin-2-ium 4-methylbenzenesulfonate (625.1 g), 4-methylbenzenesulfonic acid hydrate (406.6 g), 1,4-dioxan (9.38 litres) and water (625 ml) was heated at reflux (ca. 90° C.) for 2.5 h. when the reaction was complete by nmr. The reaction mixture was concentrated by distillation at atmospheric pressure collecting 7.03 litres. The concentrate was allowed to cool to ca. 77° C., and IMS-G (1.56 litres) was added. The resulting bright sol... The reactants are CC1=CC=C(C=C1)S(=O)(=O)[O-].C[N+]1=CN2C(NCCC2=C1)=O (2-methyl-5-oxo-5,6,7,8-tetrahydroimidazo[1,5-c]pyrimidin-2-ium 4-methylbenzenesulfonate), O.CC1=CC=C(C=C1)S(=O)(=O)O (4-methylbenzenesulfonic acid hydrate), O1CCOCC1 (1,4-dioxan). The product is CC1=CC=C(C=C1)S(=O)(=O)O.CC1=CC=C(C=C1)S(=O)(=O)O.CN1C=NC(=C1)CCN ([2-(1-methyl-1H-imidazol-4-yl)ethyl]amine bis(4-methylbenzenesulfonate)). The solvent is O (water). Reaction conditions: temperature 90 celsius. RXN SMILES: [CH3:1][C:2]1[CH:7]=[CH:6][C:5]([S:8]([O-:11])(=[O:10])=[O:9])=[CH:4][CH:3]=1.[CH3:12][N+:13]1[CH:21]=[C:20]2[N:15](C(=O)[NH:17][CH2:18][CH2:19]2)[CH:14]=1.O.[CH3:24][C:25]1[CH:30]=[CH:29][C:28]([S:31]([OH:34])(=[O:33])=[O:32])=[CH:27][CH:26]=1.O1CCOCC1>O>[CH3:1][C:2]1[CH:3]=[CH:4][C:5]([S:8]([OH:11])(=[O:10])=[O:9])=[CH:6][CH:7]=1.[CH3:24][C:25]1[CH:26]=[CH:27][C:28]([S:31]([OH:34])(=[O:33])=[O:32])=[CH:29][CH:30]=1.[CH3:12][N:13]1[CH:21]=[C:20]([CH2:19][CH2:18][NH2:17])[N:15]=[CH:14]1 |f:0.1,2.3,6.7.8|. The reactants are [BH4-], CCOC(C)=O, CO, [Na+], CC(=O)Cc1ccncc1, O. Product: CC(O)Cc1ccncc1. Reaction SMILES: [BH4-:11].[CH3:13][CH2:14][O:15][C:16](=[O:17])[CH3:18].[CH3:20][OH:21].[Na+:12].[O:1]=[C:2]([CH2:3][c:4]1[cH:5][cH:6][n:7][cH:8][cH:9]1)[CH3:10].[OH2:19]>>[OH:1][CH:2]([CH2:3][c:4]1[cH:5][cH:6][n:7][cH:8][cH:9]1)[CH3:10]. Yields the product COCOC(=O)c1c(Oc2nc(OC)cc(OC)n2)cccc1Oc1nc(OC)cc(OC(F)F)n1. As a reaction SMILES: [CH3:40][N:41]([CH3:42])[CH:43]=[O:44].[Cl:36][CH2:37][O:38][CH3:39].[F:1][CH:2]([O:3][c:4]1[n:5][c:6]([O:12][c:13]2[c:14]([C:15](=[O:16])[OH:17])[c:18]([O:22][c:23]3[n:24][c:25]([O:31][CH3:32])[cH:26][c:27]([O:29][CH3:30])[n:28]3)[cH:19][cH:20][cH:21]2)[n:7][c:8]([O:10][CH3:11])[cH:9]1)[F:33].[H-:34].[Na+:35]>>[F:1][CH:2]([O:3][c:4]1[n:5][c:6]([O:12][c:13]2[c:14]([C:15](=[O:16])[O:17][CH2:37][O:38][CH3:39])[c:18]([O:22][c:23]3[n:24][c:25]([O:31][CH3:32])[cH:26][c:27]([O:29][CH3:30])[n:28]3)[cH:19][cH:20][cH:21]2)[n:7][c:8]([O:10][CH3:11])[cH:9]1)[F:33]. Reactants: CN(C)C=O, COCCl, COc1cc(OC)nc(Oc2cccc(Oc3nc(OC)cc(OC(F)F)n3)c2C(=O)O)n1, [H-], [Na+].